Dataset: the Open Reaction Database (ORD), a public repository of structured organic reaction records. Task: describe an organic reaction: reactants, conditions, products, and yield Starting materials: NC1=CC=C2CCC(CC2=C1)N(C(=O)NC1=CC(=C(C=C1)F)Cl)CCCN1CCN(CC1)C (1-(7-amino-1,2,3,4-tetrahydro-naphthalen-2-yl)-3-(3-chloro-4-fluoro-phenyl)-1-[3-(4-methyl-piperazin-1-yl)-propyl]-urea), C(C)N=C=O (ethylisocyanate). The solvent is C(Cl)Cl (CH2Cl2). Conditions: time 16 hour. Product: ClC=1C=C(C=CC1F)NC(N(CCCN1CCN(CC1)C)C1CCC=2C=CC(=CC2C1)NC(=O)NCC)=O (1-(7-{3-(3-chloro-4-fluoro-phenyl)-1-[3-(4-methyl-piperazin-1-yl)-propyl]-ureido}-5,6,7,8-tetrahydro-naphthalen-2-yl)-3-ethyl-urea). Yield: 91.7%. Reaction SMILES: [NH2:1][C:2]1[CH:11]=[C:10]2[C:5]([CH2:6][CH2:7][CH:8]([N:12]([CH2:24][CH2:25][CH2:26][N:27]3[CH2:32][CH2:31][N:30]([CH3:33])[CH2:29][CH2:28]3)[C:13]([NH:15][C:16]3[CH:21]=[CH:20][C:19]([F:22])=[C:18]([Cl:23])[CH:17]=3)=[O:14])[CH2:9]2)=[CH:4][CH:3]=1.[CH2:34]([N:36]=[C:37]=[O:38])[CH3:35]>C(Cl)Cl>[Cl:23][C:18]1[CH:17]=[C:16]([NH:15][C:13](=[O:14])[N:12]([CH:8]2[CH2:9][C:10]3[CH:11]=[C:2]([NH:1][C:37]([NH:36][CH2:34][CH3:35])=[O:38])[CH:3]=[CH:4][C:5]=3[CH2:6][CH2:7]2)[CH2:24][CH2:25][CH2:26][N:27]2[CH2:28][CH2:29][N:30]([CH3:33])[CH2:31][CH2:32]2)[CH:21]=[CH:20][C:19]=1[F:22]. Procedure details: To a solution of 1-(7-amino-1,2,3,4-tetrahydro-naphthalen-2-yl)-3-(3-chloro-4-fluoro-phenyl)-1-[3-(4-methyl-piperazin-1-yl)-propyl]-urea (from Preparative Example 27, 0.018 g, 0.038 mmol) in CH2Cl2 (0.2 mL) at 0° C. was added ethylisocyanate (0.0030 mL, 0.038 mmol). The mixture was stirred from 0° C. to room temperature for 16 hours, then concentrated in vacuo, and the residue was purified by preparative HPLC to give 0.019 g (92%) of 1-(7-{3-(3-chloro-4-fluoro-phenyl)-1-[3-(4-methyl-piperazin-1-... Reactants: CC(C)c1nc2c(C#CC(N)=O)c[nH]c(=O)c2c2cc(Br)ccc12, Cn1cc(B2OC(C)(C)C(C)(C)O2)cn1, [Na+], [Na+], O=C([O-])[O-], CN(C)C=O. Product: CC(C)c1nc2c(C#CC(N)=O)c[nH]c(=O)c2c2cc(-c3cnn(C)c3)ccc12. Reaction SMILES: [Br:1][c:2]1[cH:3][c:4]2[c:5]([c:6]([CH:20]([CH3:21])[CH3:22])[n:7][c:8]3[c:9]([C:15]#[C:16][C:17](=[O:18])[NH2:19])[cH:10][nH:11][c:12](=[O:14])[c:13]23)[cH:23][cH:24]1.[CH3:25][n:26]1[n:27][cH:28][c:29]([B:31]2[O:32][C:33]([CH3:34])([CH3:35])[C:36]([CH3:37])([CH3:38])[O:39]2)[cH:30]1.[Na+:40].[Na+:41].[O-:42][C:43](=[O:44])[O-:45].[O:46]=[CH:47][N:48]([CH3:49])[CH3:50]>>[c:2]1(-[c:29]2[cH:28][n:27][n:26]([CH3:25])[cH:30]2)[cH:3][c:4]2[c:5]([c:6]([CH:20]([CH3:21])[CH3:22])[n:7][c:8]3[c:9]([C:15]#[C:16][C:17](=[O:18])[NH2:19])[cH:10][nH:11][c:12](=[O:14])[c:13]23)[cH:23][cH:24]1. Starting materials: ice water, N[C@H](C(=O)O)CSCC1CC1 (2(R)-amino-3-cyclopropylmethylsulfanylpropionic acid), [H][H] (hydrogen). Solvent: [H-].[Al+3].[Li+].[H-].[H-].[H-] (lithium aluminum hydride). Conditions: time 1.5 hour. Yields the product N[C@H](CO)CSCC1CC1 (2(R)-amino-3-cyclopropylmethylsulfanylpropan-1-ol). RXN SMILES: [NH2:1][C@@H:2]([CH2:6][S:7][CH2:8][CH:9]1[CH2:11][CH2:10]1)[C:3](O)=[O:4].[H][H]>[H-].[Al+3].[Li+].[H-].[H-].[H-]>[NH2:1][C@@H:2]([CH2:6][S:7][CH2:8][CH:9]1[CH2:11][CH2:10]1)[CH2:3][OH:4] |f:2.3.4.5.6.7|. Procedure: To an ice water cooled solution of lithium aluminum hydride (200 mL of 1.0 M) was added solid 2(R)-amino-3-cyclopropylmethylsulfanylpropionic acid. The addition was done by tapping in portions through a funnel in such a manner as to control hydrogen gas evolution. The ice bath was removed, and the reaction mixture was heated at reflux for 16 h. The reaction mixture was removed from heat and cooled in an ice water bath. Diethyl ether (110 mL) was added, followed by dropwise addition of water (5 m... Reactants: CC1(C)CC=C(c2nc(Br)ccc2NC(=O)c2nc(C#N)cn2COCC[Si](C)(C)C)CC1, C=C(OCC)[Sn](CCCC)(CCCC)CCCC, CCOC(C)=O, CN(C)C=O, c1ccc(P(c2ccccc2)(c2ccccc2)[Pd](P(c2ccccc2)(c2ccccc2)c2ccccc2)(P(c2ccccc2)(c2ccccc2)c2ccccc2)P(c2ccccc2)(c2ccccc2)c2ccccc2)cc1. Yields the product C=C(OCC)c1ccc(NC(=O)c2nc(C#N)cn2COCC[Si](C)(C)C)c(C2=CCC(C)(C)CC2)n1. Reaction SMILES: [Br:1][c:2]1[cH:3][cH:4][c:5]([NH:16][C:17](=[O:18])[c:19]2[n:20]([CH2:26][O:27][CH2:28][CH2:29][Si:30]([CH3:31])([CH3:32])[CH3:33])[cH:21][c:22]([C:24]#[N:25])[n:23]2)[c:6]([C:8]2=[CH:9][CH2:10][C:11]([CH3:14])([CH3:15])[CH2:12][CH2:13]2)[n:7]1.[CH2:34]([Sn:35]([CH2:36][CH2:37][CH2:38][CH3:44])([C:39](=[CH2:40])[O:41][CH2:42][CH3:43])[CH2:45][CH2:46][CH2:47][CH3:48])[CH2:49][CH2:50][CH3:51].[CH3:57][CH2:58][O:59][C:60]([CH3:61])=[O:62].[O:52]=[CH:53][N:54]([CH3:55])[CH3:56].[cH:63]1[cH:64][cH:65][c:66]([P:67]([Pd:68]([P:69]([c:70]2[cH:71][cH:72][cH:73][cH:74][cH:75]2)([c:76]2[cH:77][cH:78][cH:79][cH:80][cH:81]2)[c:82]2[cH:83][cH:84][cH:85][cH:86][cH:87]2)([P:88]([c:89]2[cH:90][cH:91][cH:92][cH:93][cH:94]2)([c:95]2[cH:96][cH:97][cH:98][cH:99][cH:100]2)[c:101]2[cH:102][cH:103][cH:104][cH:105][cH:106]2)[P:107]([c:108]2[cH:109][cH:110][cH:111][cH:112][cH:113]2)([c:114]2[cH:115][cH:116][cH:117][cH:118][cH:119]2)[c:120]2[cH:121][cH:122][cH:123][cH:124][cH:125]2)([c:126]2[cH:127][cH:128][cH:129][cH:130][cH:131]2)[c:132]2[cH:133][cH:134][cH:135][cH:136][cH:137]2)[cH:138][cH:139]1>>[c:2]1([C:39](=[CH2:40])[O:41][CH2:42][CH3:43])[cH:3][cH:4][c:5]([NH:16][C:17](=[O:18])[c:19]2[n:20]([CH2:26][O:27][CH2:28][CH2:29][Si:30]([CH3:31])([CH3:32])[CH3:33])[cH:21][c:22]([C:24]#[N:25])[n:23]2)[c:6]([C:8]2=[CH:9][CH2:10][C:11]([CH3:14])([CH3:15])[CH2:12][CH2:13]2)[n:7]1. The reactants are O.[OH-].[Li+] (lithium hydroxide monohydrate), C(C)(C)(C)OC(=O)NCC#CC=1C(=NC=C(C1)C(=O)N1CCN(CC1)CC1=CC=C(C=C1)F)C(=O)OCC (ethyl 3-(3-(tert-butoxycarbonylamino)prop-1-ynyl)-5-(4-(4-fluorobenzyl)piperazine-1-carbonyl)picolinate), solution, Cl (HCl). The solvent is O (water), O1C(CCC1)CO (tetrahydrofuran-methanol). Reaction conditions: time 40 minute. Yields the product C(C)(C)(C)OC(=O)NCC#CC=1C(=NC=C(C1)C(=O)N1CCN(CC1)CC1=CC=C(C=C1)F)C(=O)O (3-(3-(tert-butoxycarbonylamino)prop-1-ynyl)-5-(4-(4-fluorobenzyl)piperazine-1-carbonyl)picolinic acid). RXN SMILES: O.[OH-].[Li+].[C:4]([O:8][C:9]([NH:11][CH2:12][C:13]#[C:14][C:15]1[C:16]([C:37]([O:39]CC)=[O:38])=[N:17][CH:18]=[C:19]([C:21]([N:23]2[CH2:28][CH2:27][N:26]([CH2:29][C:30]3[CH:35]=[CH:34][C:33]([F:36])=[CH:32][CH:31]=3)[CH2:25][CH2:24]2)=[O:22])[CH:20]=1)=[O:10])([CH3:7])([CH3:6])[CH3:5].Cl>O.O1CCCC1CO>[C:4]([O:8][C:9]([NH:11][CH2:12][C:13]#[C:14][C:15]1[C:16]([C:37]([OH:39])=[O:38])=[N:17][CH:18]=[C:19]([C:21]([N:23]2[CH2:24][CH2:25][N:26]([CH2:29][C:30]3[CH:35]=[CH:34][C:33]([F:36])=[CH:32][CH:31]=3)[CH2:27][CH2:28]2)=[O:22])[CH:20]=1)=[O:10])([CH3:7])([CH3:5])[CH3:6] |f:0.1.2|. Reported procedure: To a solution of 5-chloro-6-(ethoxycarbonyl)nicotinic acid (0.201 g, 0.875 mmol, 1.0 eq) and 4-fluorobenzylpiperazine (0.204 g, 1.051 mmol, 1.2 eq) in dimethylformamide (4.0 mL) was added triethylamine (0.146 mL, 1.051 mmol, 1.2 eq) followed by HATU (0.366 g, 0.963 mmol, 1.1 eq). The reaction was shaken at room temperature for 3 hours before partitioning between EtOAc (80 mL) and water-NaHCO3 (2:1, 60 mL). The organics were further washed with brine (80 mL), water (80 mL) and brine (80 mL) befor... Reaction SMILES: C(Cl)(=O)C(Cl)=O.[C:7]([Si:11]([CH3:37])([CH3:36])[O:12][CH:13]([CH2:17][NH:18][C:19]([O:21][CH2:22][CH:23]1[C:35]2[CH:34]=[CH:33][CH:32]=[CH:31][C:30]=2[C:29]2[C:24]1=[CH:25][CH:26]=[CH:27][CH:28]=2)=[O:20])[C:14](O)=[O:15])([CH3:10])([CH3:9])[CH3:8].CCN(C(C)C)C(C)C.[NH2:47][C:48]1[S:49][CH:50]=[C:51]([CH3:53])[N:52]=1>C(Cl)Cl.CN(C=O)C.O.C1COCC1>[CH:34]1[C:35]2[CH:23]([CH2:22][O:21][C:19](=[O:20])[NH:18][CH2:17][CH:13]([O:12][Si:11]([C:7]([CH3:8])([CH3:9])[CH3:10])([CH3:37])[CH3:36])[C:14]([NH:47][C:48]3[S:49][CH:50]=[C:51]([CH3:53])[N:52]=3)=[O:15])[C:24]3[C:25](=[CH:26][CH:27]=[CH:28][CH:29]=3)[C:30]=2[CH:31]=[CH:32][CH:33]=1. Conditions: time 3 hour. The product is C1=CC=CC=2C3=CC=CC=C3C(C12)COC(NCC(C(=O)NC=1SC=C(N1)C)O[Si](C)(C)C(C)(C)C)=O (9H-fluoren-9-ylmethyl(2-{[tert-butyl(dimethyl)silyl]oxy}-3-[(4-methyl-1,3-thiazol-2-yl)amino]-3-oxopropyl)carbamate). Reactants: NC=1SC=C(N1)C (2-amino-4-methylthiazole), C(C(=O)Cl)(=O)Cl (Oxalyl chloride), C(C)(C)(C)[Si](OC(C(=O)O)CNC(=O)OCC1C2=CC=CC=C2C=2C=CC=CC12)(C)C (2-(tert-Butyl-dimethyl-silanyloxy)-3-(9H-fluoren-9-ylmethoxycarbonylamino)-propionic acid), CCN(C(C)C)C(C)C (DIPEA). The solvent is C(Cl)Cl (DCM), C(Cl)Cl (DCM), C(Cl)Cl (DCM), CN(C)C=O (DMF), O (Water), C1CCOC1 (THF). Procedure: Oxalyl chloride (1.12 g, 8.83 mmol) in DCM (5 mL) was added slowly to a stirred solution of 2-(tert-butyl-dimethyl-silanyloxy)-3-(9H-fluoren-9-ylmethoxycarbonylamino)-propionic acid (Step 1) (1.30 g, 2.94 mmol) in DCM (25 ml) and DMF (50 μl ) at 0° C. After 3 hrs at ambient temperature, gas evolution had subsided and the reaction mixture was concentrated in vacuo. THF (20 mL) and DIPEA (0.57 g, 4.4 mmol) were added, followed by the addition of 2-amino-4-methylthiazole (0.403 g, 3.53 mmol) in DCM... The yield is 6.3%.